This data is from the Open Reaction Database (ORD), a public repository of structured organic reaction records. The task is: describe an organic reaction: reactants, conditions, products, and yield Product: C(C1=CC=CC=C1)C=1N=CC=C2C1N(C(=C2C(=O)N2CCNCC2)OC2=C(C=CC(=C2)F)C)C2=CC=CC=C2 ([7-Benzyl-2-(5-fluoro-2-methyl-phenoxy)-1-phenyl-1H-pyrrolo[2,3-c]pyridin-3-yl]-piperazin-1-yl-methanone). Reported procedure: The compound of step 1 (37 mg, 60 μmol) was reacted analogously as described in example 4, step 2. Dissolution of the obtained solid in a small quantity of MOH, addition of hydrochloric acid (0.1 M) and lyophilization overnight yielded 35 mg of the title compound in the form of the [7-benzyl-2-(5-fluoro-2-methyl-phenoxy)-1-phenyl-1H-pyrrolo[2,3-c]pyridin-3-yl]-piperazin-1-yl-methanone dihydrochloride. Starting materials: C(C)(C)(C)OC(=O)N1CCN(CC1)C(=O)C1=C(N(C2=C(N=CC=C21)CC2=CC=CC=C2)C2=CC=CC=C2)OC2=C(C=CC(=C2)F)C (4-[7-Benzyl-2-(5-fluoro-2-methyl-phenoxy)-1-phenyl-1H-pyrrolo[2,3-c]pyridine-3-carbonyl]-piperazine-1-carboxylic acid tert-butyl ester), Cl.Cl.C(C1=CC=CC=C1)C=1N=CC=C2C1N(C(=C2C(=O)N2CCNCC2)OC2=C(C=CC(=C2)F)C)C2=CC=CC=C2 ([7-benzyl-2-(5-fluoro-2-methyl-phenoxy)-1-phenyl-1H-pyrrolo[2,3-c]pyridin-3-yl]-piperazin-1-yl-methanone dihydrochloride), Cl (hydrochloric acid). Run at time 8 hour. RXN SMILES: C(OC([N:8]1[CH2:13][CH2:12][N:11]([C:14]([C:16]2[C:24]3[C:19](=[C:20]([CH2:25][C:26]4[CH:31]=[CH:30][CH:29]=[CH:28][CH:27]=4)[N:21]=[CH:22][CH:23]=3)[N:18]([C:32]3[CH:37]=[CH:36][CH:35]=[CH:34][CH:33]=3)[C:17]=2[O:38][C:39]2[CH:44]=[C:43]([F:45])[CH:42]=[CH:41][C:40]=2[CH3:46])=[O:15])[CH2:10][CH2:9]1)=O)(C)(C)C.Cl.Cl.Cl.C(C1N=CC=C2C(C(N3CCNCC3)=O)=C(OC3C=C(F)C=CC=3C)N(C3C=CC=CC=3)C=12)C1C=CC=CC=1>>[CH2:25]([C:20]1[N:21]=[CH:22][CH:23]=[C:24]2[C:16]([C:14]([N:11]3[CH2:12][CH2:13][NH:8][CH2:9][CH2:10]3)=[O:15])=[C:17]([O:38][C:39]3[CH:44]=[C:43]([F:45])[CH:42]=[CH:41][C:40]=3[CH3:46])[N:18]([C:32]3[CH:37]=[CH:36][CH:35]=[CH:34][CH:33]=3)[C:19]=12)[C:26]1[CH:27]=[CH:28][CH:29]=[CH:30][CH:31]=1 |f:2.3.4|. The yield is 112.1%. Starting materials: C(C)OC(=O)C=1C=C2CC(C(NC2=CC1)C1=CC(=CC=C1)N1CCN(CC1)C1=CC=C(C=C1)Cl)(C)C (2-{3-[4-(4-chloro-phenyl)-piperazin-1-yl]-phenyl}-3,3-dimethyl-1,2,3,4-tetrahydro-quinoline-6-carboxylic acid ethyl ester), O.[OH-].[Li+] (lithium hydroxide hydrate), O (water), Cl (hydrochloric acid). Run in CO (methanol), O1CCCC1 (tetrahydrofuran). Run at temperature 60 celsius, time 12 hour. Product: ClC1=CC=C(C=C1)N1CCN(CC1)C=1C=C(C=CC1)C1NC2=CC=C(C=C2CC1(C)C)C(=O)O (2-{3-[4-(4-chloro-phenyl)-piperazin-1-yl]-phenyl}-3,3-dimethyl-1,2,3,4-tetrahydro-quinoline-6-carboxylic acid). Yield: 52.5%. RXN SMILES: C([O:3][C:4]([C:6]1[CH:7]=[C:8]2[C:13](=[CH:14][CH:15]=1)[NH:12][CH:11]([C:16]1[CH:21]=[CH:20][CH:19]=[C:18]([N:22]3[CH2:27][CH2:26][N:25]([C:28]4[CH:33]=[CH:32][C:31]([Cl:34])=[CH:30][CH:29]=4)[CH2:24][CH2:23]3)[CH:17]=1)[C:10]([CH3:36])([CH3:35])[CH2:9]2)=[O:5])C.O.[OH-].[Li+].O.Cl>CO.O1CCCC1>[Cl:34][C:31]1[CH:32]=[CH:33][C:28]([N:25]2[CH2:24][CH2:23][N:22]([C:18]3[CH:17]=[C:16]([CH:11]4[C:10]([CH3:36])([CH3:35])[CH2:9][C:8]5[C:13](=[CH:14][CH:15]=[C:6]([C:4]([OH:5])=[O:3])[CH:7]=5)[NH:12]4)[CH:21]=[CH:20][CH:19]=3)[CH2:27][CH2:26]2)=[CH:29][CH:30]=1 |f:1.2.3|. Reported procedure: A mixture of 2-{3-[4-(4-chloro-phenyl)-piperazin-1-yl]-phenyl}-3,3-dimethyl-1,2,3,4-tetrahydro-quinoline-6-carboxylic acid ethyl ester (0.20 g, 0.40 mmol), lithium hydroxide hydrate (167 mg, 4.0 mmol), water (0.5 mL) in methanol (1 mL) and tetrahydrofuran (10 mL) was stirred at 60° C. for 12 h. The mixture was neutralized with a 3 N aqueous hydrochloric acid solution and extracted with ethyl acetate (2×50 mL), washed with water, dried over anhydrous sodium sulfate and then concentrated in vacuo ...